From a dataset of the Open Reaction Database (ORD), a public repository of structured organic reaction records. describe an organic reaction: reactants, conditions, products, and yield Reactants: ClC1=C(C(=O)OC)C=CC=C1S(=O)(=O)Cl (methyl 2-chloro-3-(chlorosulfonyl)benzoate), C(=O)([O-])[O-].[K+].[K+] (K2CO3), C(C)N (ethylamine). The solvent is C1=CC=CC=C1 (benzene). Yields the product ClC1=C(C(=O)OC)C=CC=C1S(=O)(=O)NCC (methyl 2-chloro-3-[(ethylamino)sulfonyl]benzoate). Yield: 53.4%. RXN SMILES: [Cl:1][C:2]1[C:11]([S:12](Cl)(=[O:14])=[O:13])=[CH:10][CH:9]=[CH:8][C:3]=1[C:4]([O:6][CH3:7])=[O:5].C([O-])([O-])=O.[K+].[K+].[CH2:22]([NH2:24])[CH3:23]>C1C=CC=CC=1>[Cl:1][C:2]1[C:11]([S:12]([NH:24][CH2:22][CH3:23])(=[O:14])=[O:13])=[CH:10][CH:9]=[CH:8][C:3]=1[C:4]([O:6][CH3:7])=[O:5] |f:1.2.3|. Reported procedure: To a solution of methyl 2-chloro-3-(chlorosulfonyl)benzoate (608 mg, 2.26 mmol) and K2CO3 (770 mg, 5.6 mmol) in 10 mL benzene was added ethylamine (5.6 mL, 11.2 mmol). Purification of the product provided methyl 2-chloro-3-[(ethylamino)sulfonyl]benzoate (335 mg, 53%) as a solid. 1H NMR (400 MHz, CDCl3), δ 8.24 (dd, 1H, J=8.0, 1.7 Hz), 7.90 (dd, 1H, J=7.8, 1.7 Hz), 7.47 (t, 1H, J=7.8 Hz), 5.14 (t, 1H, J=5.9 Hz), 3.94 (s, 3H), 2.98 (qd, 2H, J=7.3, 6.0 Hz), 1.09 (t, 3H, J=7.2 Hz); ESI-MS 278 (M+H),... Reactants: C(C(CO)(CO)N)O.Cl (Tris-HCl), [Cl-].[K+] (potassium chloride), A2, Cl (hydrochloric acid), [Na+].C(CCCCCCC\C=C/CCCCCCCC)(=O)OC[C@@H](OC(CCCCCCC\C=C/CCCCCCCC)=O)COP(=O)(O)OC[C@H](N)C(=O)[O-] (1,2-dioleoyl-sn-glycero-3-phospho-L-serine sodium salt). Solvent: O (water). The product is C(CCCCCCC\C=C/CCCCCCCC)(=O)OC[C@@H](O)COP(=O)(O)OC[C@H](N)C(=O)O (1-oleoyl-sn-glycero-3-phospho-L-serine). Reaction SMILES: [Na+].[C:2]([O:21][CH2:22][C@H:23]([CH2:44][O:45][P:46]([O:49][CH2:50][C@@H:51]([C:53]([O-:55])=[O:54])[NH2:52])([OH:48])=[O:47])[O:24]C(=O)CCCCCCC/C=C\CCCCCCCC)(=[O:20])[CH2:3][CH2:4][CH2:5][CH2:6][CH2:7][CH2:8][CH2:9]/[CH:10]=[CH:11]\[CH2:12][CH2:13][CH2:14][CH2:15][CH2:16][CH2:17][CH2:18][CH3:19].C(O)C(N)(CO)CO.Cl.[Cl-].[K+].Cl>O>[C:2]([O:21][CH2:22][C@H:23]([CH2:44][O:45][P:46]([O:49][CH2:50][C@@H:51]([C:53]([OH:55])=[O:54])[NH2:52])([OH:48])=[O:47])[OH:24])(=[O:20])[CH2:3][CH2:4][CH2:5][CH2:6][CH2:7][CH2:8][CH2:9]/[CH:10]=[CH:11]\[CH2:12][CH2:13][CH2:14][CH2:15][CH2:16][CH2:17][CH2:18][CH3:19] |f:0.1,2.3,4.5|. Procedure details: After 1,2-dioleoyl-sn-glycero-3-phospho-L-serine sodium salt (SIGMA, P1060) (85 mg) was dissolved in distilled water (25 ml), 200 mM Tris-HCl buffer (pH 8.0) (1.5 ml) and 100 mM potassium chloride (1.5 ml) were added to the solution, and phospholipase A2 (0.3 ml) (10 mg/ml, 5 mM sodium acetate buffer (pH 5.0)) was further added thereto. The mixture was reacted at room temperature for 20 hours, and the pH was rendered 2 to 3 with 5M hydrochloric acid to terminate the reaction. After the reaction ...